This data is from the Open Reaction Database (ORD), a public repository of structured organic reaction records. The task is: describe an organic reaction: reactants, conditions, products, and yield Reactants: BrC=1C=C2C=CC(=NC2=C(C1N(C)C)C#N)C=O (6-bromo-7-dimethylamino-2-formylquinolin-8-carbonitrile), [BH4-].[Na+] (Sodium borohydride). Run in CO (MeOH). Conditions: time 1 hour. Yields the product BrC=1C=C2C=CC(=NC2=C(C1N(C)C)C#N)CO (6-bromo-7-dimethylamino-2-(hydroxymethyl)quinoline-8-carbonitrile), solid. Isolated yield 98.0%. RXN SMILES: [Br:1][C:2]1[CH:3]=[C:4]2[C:9](=[C:10]([C:15]#[N:16])[C:11]=1[N:12]([CH3:14])[CH3:13])[N:8]=[C:7]([CH:17]=[O:18])[CH:6]=[CH:5]2.[BH4-].[Na+]>CO>[Br:1][C:2]1[CH:3]=[C:4]2[C:9](=[C:10]([C:15]#[N:16])[C:11]=1[N:12]([CH3:14])[CH3:13])[N:8]=[C:7]([CH2:17][OH:18])[CH:6]=[CH:5]2 |f:1.2|. Procedure: The 6-bromo-7-dimethylamino-2-formylquinolin-8-carbonitrile (2.4 g, 7.9 mmol, 1.0 eq) was added to MeOH (20 mL) at 0° C. Sodium borohydride (328 mg, 8.7 mmol, 1.1 eq) was then introduced and the mixture was stirred at room temperature for 1 hour. The solution was quenched with HCl 1 M, ethanol was evaporated and water was added. The solution was extracted with dichloromethane and the organic layer was washed twice with water and brine, dried over MgSO4, filtered and concentrated under reduced pr...